Dataset: the Open Reaction Database (ORD), a public repository of structured organic reaction records. Task: describe an organic reaction: reactants, conditions, products, and yield Starting materials: ClCS(=O)(=O)NC1=C(C=C(C(=C1)N1C(N2[C@@H](C1=O)C[C@@H](C2)F)=O)F)Cl ((6S-cis)-1-chloro-N-[2-chloro-4-fluoro-5-(6-fluorotetrahydro-1,3-dioxo-1H-pyrrolo[1,2-c]imidazol-2(3H)-yl)phenyl]methanesulfonamide), C(C)(=O)Cl (acetyl chloride). The solvent is ClCCl (dichloromethane), N1=CC=CC=C1 (pyridine), ClCCl (dichloromethane). Yields the product ClC1=C(C=C(C(=C1)F)N1C(N2[C@@H](C1=O)C[C@@H](C2)F)=O)N(C(C)=O)S(=O)(=O)CCl ((6S-cis)-N-[2-chloro-4-fluoro-5-(6-fluorotetrahydro-1,3-dioxo-1H-pyrrolo[1,2-c]imidazol-2(3H)-yl)phenyl]-N-[(chloromethyl)sulfonyl]acetamide). Reaction SMILES: [Cl:1][CH2:2][S:3]([NH:6][C:7]1[CH:12]=[C:11]([N:13]2[C:17](=[O:18])[C@H:16]3[CH2:19][C@H:20]([F:22])[CH2:21][N:15]3[C:14]2=[O:23])[C:10]([F:24])=[CH:9][C:8]=1[Cl:25])(=[O:5])=[O:4].[C:26](Cl)(=[O:28])[CH3:27]>ClCCl.N1C=CC=CC=1>[Cl:25][C:8]1[CH:9]=[C:10]([F:24])[C:11]([N:13]2[C:17](=[O:18])[C@H:16]3[CH2:19][C@H:20]([F:22])[CH2:21][N:15]3[C:14]2=[O:23])=[CH:12][C:7]=1[N:6]([S:3]([CH2:2][Cl:1])(=[O:5])=[O:4])[C:26](=[O:28])[CH3:27]. Reported procedure: To a solution of the title compound of Example 1, Step H (4.14 g, 10 mmol) in anhydrous dichloromethane (200 mL) and pyridine (5 mL) was added a solution of acetyl chloride (0.863 g, 11 mmol) in dichloromethane (10 mL) dropwise at room temperature. After completion of the reaction (monitored by tlc), the organic phase was washed with water (50 mL) and diluted with HCl (5%, 50 mL). The organic layer was separated, dried (MgSO4), and the solvent was removed in vacuo to give the title compound of S... The reactants are CCOC(C)=O, C, ClCCl, NCc1nccc(-c2sc(N3CCOCC3)nc2-c2cccc(NS(=O)(=O)c3cc(F)ccc3F)c2F)n1, O=S(=O)(Cl)Cl, c1ccncc1. Product: CS(=O)(=O)NCc1nccc(-c2sc(N3CCOCC3)nc2-c2cccc(NS(=O)(=O)c3cc(F)ccc3F)c2F)n1. Reaction SMILES: [CH3:51][CH2:52][O:53][C:54]([CH3:55])=[O:56].[CH4:50].[Cl:57][CH2:58][Cl:59].[NH2:1][CH2:2][c:3]1[n:4][cH:5][cH:6][c:7](-[c:9]2[c:10](-[c:20]3[c:21]([F:38])[c:22]([NH:26][S:27](=[O:28])(=[O:29])[c:30]4[c:31]([F:37])[cH:32][cH:33][c:34]([F:36])[cH:35]4)[cH:23][cH:24][cH:25]3)[n:11][c:12]([N:14]3[CH2:15][CH2:16][O:17][CH2:18][CH2:19]3)[s:13]2)[n:8]1.[S:45](=[O:46])(=[O:47])([Cl:48])[Cl:49].[cH:39]1[cH:40][cH:41][n:42][cH:43][cH:44]1>>[NH:1]([CH2:2][c:3]1[n:4][cH:5][cH:6][c:7](-[c:9]2[c:10](-[c:20]3[c:21]([F:38])[c:22]([NH:26][S:27](=[O:28])(=[O:29])[c:30]4[c:31]([F:37])[cH:32][cH:33][c:34]([F:36])[cH:35]4)[cH:23][cH:24][cH:25]3)[n:11][c:12]([N:14]3[CH2:15][CH2:16][O:17][CH2:18][CH2:19]3)[s:13]2)[n:8]1)[S:45](=[O:46])(=[O:47])[CH3:51].